This data is from the Open Reaction Database (ORD), a public repository of structured organic reaction records. The task is: describe an organic reaction: reactants, conditions, products, and yield Reported procedure: 4-(4-(2-Methyl-2-aminopropyl)phenoxy)phenol (0.40 g, 1.55 mmol) was combined with (S)-4-(oxiranylmethoxy)-9H-carbazole (0.250 g, 1.0 mmol) in EtOH (50 mL) and the mixture heated at 60° C. for 20 hours. The mixture was then concentrated in vacuo and the resulting residue chromatographed over silica (1–10% MeOH/CHCl3) which allowed for isolation of the product as the free base. The free base was then dissolved in minimal EtOAc and treated with diethyl ether (25 mL) saturated with HCl. Filtration a... As a reaction SMILES: CC(N)(C)C[C:4]1[CH:17]=[CH:16][C:7]([O:8][C:9]2[CH:14]=[CH:13][C:12]([OH:15])=[CH:11][CH:10]=2)=[CH:6][CH:5]=1.[O:20]1[CH2:22][C@H:21]1[CH2:23][O:24][C:25]1[C:37]2[C:36]3[C:31](=[CH:32][CH:33]=[CH:34][CH:35]=3)[NH:30][C:29]=2[CH:28]=[CH:27][CH:26]=1>CCO>[OH:20][C@@H:21]([CH2:22][N:30]([C:4]1[CH:5]=[CH:6][C:7]([O:8][C:9]2[CH:10]=[CH:11][C:12]([OH:15])=[CH:13][CH:14]=2)=[CH:16][CH:17]=1)[CH2:29][CH:37]([CH3:25])[CH3:36])[CH2:23][O:24][C:25]1[C:37]2[C:36]3[C:31](=[CH:32][CH:33]=[CH:34][CH:35]=3)[NH:30][C:29]=2[CH:28]=[CH:27][CH:26]=1. The product is O[C@H](COC1=CC=CC=2NC3=CC=CC=C3C12)CN(CC(C)C)C1=CC=C(C=C1)OC1=CC=C(C=C1)O ((S)-4-[2-Hydroxy-3-([4-(4-hydroxyphenoxy)phenyl]-2-methylpropylamino)propoxy]carbazole). The reactants are CC(CC1=CC=C(OC2=CC=C(C=C2)O)C=C1)(C)N (4-(4-(2-Methyl-2-aminopropyl)phenoxy)phenol), O1[C@@H](C1)COC1=CC=CC=2NC3=CC=CC=C3C12 ((S)-4-(oxiranylmethoxy)-9H-carbazole). Solvent: CCO (EtOH). Run at temperature 60 celsius. Starting materials: CCOC(=O)CBr, Cc1ccccc1, [H-], [Na+], O, O=c1[nH]c2ccccc2n1CCCN1CCN(C(c2ccccc2)c2ccccc2)CC1. Product: CCOC(=O)Cn1c(=O)n(CCCN2CCN(C(c3ccccc3)c3ccccc3)CC2)c2ccccc21. As a reaction SMILES: [Br:42][CH2:43][C:44](=[O:45])[O:46][CH2:47][CH3:48].[CH3:33][c:34]1[cH:35][cH:36][cH:37][cH:38][cH:39]1.[H-:40].[Na+:41].[OH2:49].[c:1]1([CH:7]([N:8]2[CH2:9][CH2:10][N:11]([CH2:14][CH2:15][CH2:16][n:17]3[c:18](=[O:26])[nH:19][c:20]4[c:21]3[cH:22][cH:23][cH:24][cH:25]4)[CH2:12][CH2:13]2)[c:27]2[cH:28][cH:29][cH:30][cH:31][cH:32]2)[cH:2][cH:3][cH:4][cH:5][cH:6]1>>[c:1]1([CH:7]([N:8]2[CH2:9][CH2:10][N:11]([CH2:14][CH2:15][CH2:16][n:17]3[c:18](=[O:26])[n:19]([CH2:43][C:44](=[O:45])[O:46][CH2:47][CH3:48])[c:20]4[c:21]3[cH:22][cH:23][cH:24][cH:25]4)[CH2:12][CH2:13]2)[c:27]2[cH:28][cH:29][cH:30][cH:31][cH:32]2)[cH:2][cH:3][cH:4][cH:5][cH:6]1. Starting materials: ClC1=C(C(=CC=C1F)Cl)[C@@H](C)OC=1C(=NC=C(C1)B1OC(C(O1)(C)C)(C)C)N ((R)-3-(1-(2,6-dichloro-3-fluorophenyl)ethoxy)-5-(4,4,5,5-tetramethyl-1,3,2-dioxaborolan-2-yl)pyridin-2-amine), IC=1C=NN(C1)C1CCC2(CN(C2)C(=O)OC(C)(C)C)CC1 (tert-butyl 7-(4-iodo-1H-pyrazol-1-yl)-2-azaspiro[3.5]nonane-2-carboxylate). The product is NC1=C(C=C(C=N1)C=1C=NN(C1)C1CCC2(CN(C2)C(=O)OC(C)(C)C)CC1)O[C@H](C)C1=C(C(=CC=C1Cl)F)Cl (tert-butyl 7-(4-(6-amino-5-((R)-1-(2,6-dichloro-3-fluorophenyl)ethoxy)pyridin-3-yl)-1H-pyrazol-1-yl)-2-azaspiro[3.5]nonane-2-carboxylate). RXN SMILES: [Cl:1][C:2]1[C:7]([F:8])=[CH:6][CH:5]=[C:4]([Cl:9])[C:3]=1[C@H:10]([O:12][C:13]1[C:14]([NH2:28])=[N:15][CH:16]=[C:17](B2OC(C)(C)C(C)(C)O2)[CH:18]=1)[CH3:11].I[C:30]1[CH:31]=[N:32][N:33]([CH:35]2[CH2:50][CH2:49][C:38]3([CH2:41][N:40]([C:42]([O:44][C:45]([CH3:48])([CH3:47])[CH3:46])=[O:43])[CH2:39]3)[CH2:37][CH2:36]2)[CH:34]=1>>[NH2:28][C:14]1[N:15]=[CH:16][C:17]([C:30]2[CH:31]=[N:32][N:33]([CH:35]3[CH2:50][CH2:49][C:38]4([CH2:41][N:40]([C:42]([O:44][C:45]([CH3:46])([CH3:47])[CH3:48])=[O:43])[CH2:39]4)[CH2:37][CH2:36]3)[CH:34]=2)=[CH:18][C:13]=1[O:12][C@@H:10]([C:3]1[C:4]([Cl:9])=[CH:5][CH:6]=[C:7]([F:8])[C:2]=1[Cl:1])[CH3:11]. Reported procedure: The title compound was prepared as a off-white solid from (R)-3-(1-(2,6-dichloro-3-fluorophenyl)ethoxy)-5-(4,4,5,5-tetramethyl-1,3,2-dioxaborolan-2-yl)pyridin-2-amine and tert-butyl 7-(4-iodo-1H-pyrazol-1-yl)-2-azaspiro[3.5]nonane-2-carboxylate under the conditions described in Step 6 of Example 3. The reactants are CN1CCC(O)N(c2nnc(C(C)(C)C)s2)C1=O, CC(=O)OC(C)=O, Cc1ccccc1S(=O)(=O)O, c1ccccc1. The product is CC(=O)OC1CCN(C)C(=O)N1c1nnc(C(C)(C)C)s1. As a reaction SMILES: [C:1]([CH3:2])([CH3:3])([CH3:4])[c:5]1[n:6][n:7][c:8]([N:10]2[C:11](=[O:18])[N:12]([CH3:17])[CH2:13][CH2:14][CH:15]2[OH:16])[s:9]1.[CH3:19][C:20](=[O:21])[O:22][C:23](=[O:24])[CH3:25].[c:26]1([CH3:27])[c:28]([S:29]([OH:30])(=[O:31])=[O:32])[cH:33][cH:34][cH:35][cH:36]1.[cH:37]1[cH:38][cH:39][cH:40][cH:41][cH:42]1>>[C:1]([CH3:2])([CH3:3])([CH3:4])[c:5]1[n:6][n:7][c:8]([N:10]2[C:11](=[O:18])[N:12]([CH3:17])[CH2:13][CH2:14][CH:15]2[O:16][C:20]([CH3:19])=[O:21])[s:9]1. Starting materials: CCOC(=O)C1(Oc2ccc(O)cc2)CCC1, Fc1cc2nc(-c3ccc(Cl)cc3)n(C(COCC3CCCCC3)C3CCCCC3)c2cc1F. Product: CCOC(=O)C1(Oc2ccc(OCC(C3CCCCC3)n3c(-c4ccc(Cl)cc4)nc4cc(F)c(F)cc43)cc2)CCC1. As a reaction SMILES: [CH2:35]([CH3:36])[O:37][C:38](=[O:39])[C:40]1([O:44][c:45]2[cH:46][cH:47][c:48]([OH:51])[cH:49][cH:50]2)[CH2:41][CH2:42][CH2:43]1.[Cl:1][c:2]1[cH:3][cH:4][c:5](-[c:8]2[n:9][c:10]3[c:11]([n:12]2[CH:13]([CH2:14][O:15][CH2:16][CH:17]2[CH2:18][CH2:19][CH2:20][CH2:21][CH2:22]2)[CH:23]2[CH2:24][CH2:25][CH2:26][CH2:27][CH2:28]2)[cH:29][c:30]([F:34])[c:31]([F:33])[cH:32]3)[cH:6][cH:7]1>>[Cl:1][c:2]1[cH:3][cH:4][c:5](-[c:8]2[n:9][c:10]3[c:11]([n:12]2[CH:13]([CH2:14][O:15][c:48]2[cH:47][cH:46][c:45]([O:44][C:40]4([C:38]([O:37][CH2:35][CH3:36])=[O:39])[CH2:41][CH2:42][CH2:43]4)[cH:50][cH:49]2)[CH:23]2[CH2:24][CH2:25][CH2:26][CH2:27][CH2:28]2)[cH:29][c:30]([F:34])[c:31]([F:33])[cH:32]3)[cH:6][cH:7]1. Starting materials: ClC1=C(C=CC=C1)C (chlorotoluene), ClC1=C(C=CC=C1)C (o-chlorotoluene), ClC1=CC=C(C=C1)C (p-chlorotoluene), ClCl (chlorine), [Na] (sodium), C(=O)=O (carbon dioxide). Run in O1CCOCC1 (1.4-dioxane), C(Cl)(Cl)(Cl)Cl (carbon tetrachloride), C1(=CC=CC=C1)C (toluene). Reaction conditions: temperature 100 celsius. Yields the product C1(=CC=CC=C1)CC(=O)O (phenylacetic acid). Yield: 96.3%. Reaction SMILES: Cl[C:2]1[CH:7]=[CH:6][CH:5]=[CH:4][C:3]=1[CH3:8].ClC1C=CC(C)=CC=1.ClCl.[Na].[C:20](=[O:22])=[O:21]>C(Cl)(Cl)(Cl)Cl.O1CCOCC1.C1(C)C=CC=CC=1>[C:3]1([CH2:8][C:20]([OH:22])=[O:21])[CH:4]=[CH:5][CH:6]=[CH:7][CH:2]=1 |^1:18|. Reported procedure: In accordance with the process of Example 1, 12.7 g of chlorotoluene (a mixture of 67.03% of o-chlorotoluene and 32.97% of p-chlorotoluene) produced by reacting toluene with chlorine in carbon tetrachloride was mixed with 5.4 g of sodium dispersed in 50 ml of 1.4-dioxane. The reaction mixture was heated at 100° C for 3 hours to rearrange the product. The reaction mixture was cooled to 25° C to 28° C and carbon dioxide gas was introduced into the reaction mixture to effect carboxylation with the ... Reactants: N1=CC=CC=C1 (pyridine), C(C)(=O)OCC=1[C@@H]2[C@H]([C@@H](OC1)OC(C)OCC)[C@H](CC2)C ((1S, 4aS, 7S, 7aR)-4-(acetoxymethyl)-1-[1-(ethoxy)ethoxy]-1, 4a, 5, 6, 7, 7a-hexahydro-7-methylcyclopenta[c]pyran), [H][H] (hydrogen). Reagents/catalysts: [C].[Pd] (palladium carbon). Solvent: C(C)(=O)OCC (ethyl acetate). Product: C(C)OC(C)O[C@@H]1OC=C([C@@H]2[C@H]1[C@H](CC2)C)C ((1S, 4aS, 7S, 7aR)-1-[1-(ethoxy)ethoxy]-1, 4a, 5, 6, 7, 7a-hexahydro-4, 7-dimethyl-cyclopenta[c]pyran). Yield: 90.9%. As a reaction SMILES: C(O[CH2:5][C:6]1[C@H:7]2[CH2:20][CH2:19][C@H:18]([CH3:21])[C@H:8]2[C@H:9]([O:12][CH:13]([O:15][CH2:16][CH3:17])[CH3:14])[O:10][CH:11]=1)(=O)C.N1C=CC=CC=1.[H][H]>C(OCC)(=O)C.[C].[Pd]>[CH2:16]([O:15][CH:13]([O:12][C@H:9]1[C@@H:8]2[C@@H:18]([CH3:21])[CH2:19][CH2:20][C@@H:7]2[C:6]([CH3:5])=[CH:11][O:10]1)[CH3:14])[CH3:17] |f:4.5|. Reported procedure: (1S, 4aS, 7S, 7aR)-4-(acetoxymethyl)-1-[1-(ethoxy)ethoxy]-1, 4a, 5, 6, 7, 7a-hexahydro-7-methylcyclopenta[c]pyran (40.0 g, 0.135 mol) obtained in Example 6 was dissolved in 1,000 ml of ethyl acetate. After 20 ml of pyridine was added, 10% palladium carbon (1.2 g) was suspended in the reaction solution, and this solution was stirred for 48 hours in a hydrogen gas atmosphere of 1 atm. After the catalyst was removed by celite filtration, 1,000 ml of ethyl acetate was added, and this organic layer w... The reactants are CC(C)(C)O, C=CCc1c(OC)ccc2c1OC(C)(C)CC2=O, CCOC(C)=O, [Na+], [Na+], O, O=S([O-])[O-]. The product is COc1ccc2c(c1CC(O)CO)OC(C)(C)CC2=O. RXN SMILES: [C:26]([OH:27])([CH3:28])([CH3:29])[CH3:30].[CH2:1]([CH:2]=[CH2:3])[c:4]1[c:5]([O:17][CH3:18])[cH:6][cH:7][c:8]2[c:13]1[O:12][C:11]([CH3:14])([CH3:15])[CH2:10][C:9]2=[O:16].[CH3:31][CH2:32][O:33][C:34](=[O:35])[CH3:36].[Na+:23].[Na+:24].[OH2:25].[S:19](=[O:20])([O-:21])[O-:22]>>[CH2:1]([CH:2]([CH2:3][OH:20])[OH:25])[c:4]1[c:5]([O:17][CH3:18])[cH:6][cH:7][c:8]2[c:13]1[O:12][C:11]([CH3:14])([CH3:15])[CH2:10][C:9]2=[O:16].